From a dataset of the Open Reaction Database (ORD), a public repository of structured organic reaction records. describe an organic reaction: reactants, conditions, products, and yield Procedure: 3-[4-(5-chloropyridin-3-yl)-3-[(trans-4-methylcyclohexyl)methyl]-2-(1-methylethenyl)-3H-imidazo[4,5-c]pyridin-6-yl]-1,2,4-oxadiazol-5(4H)-one (synthesized in a manner similar to Example 9.1; 100 mg, 0.22 mmol) was taken up in MeOH (1.5 mL) at room temperature, and sodium thiomethoxide (376 mg, 5.4 mmol) was added. The reaction was sealed and heated at 65° C. for 2 hours. The reaction was then quenched with saturated ammonium chloride and extracted with ethyl acetate. The organic layer was washed... The product is ClC=1C=C(C=NC1)C1=NC(=CC2=C1N(C(=N2)C(CSC)C)C[C@@H]2CC[C@H](CC2)C)C2=NOC(N2)=O (3-{4-(5-chloropyridin-3-yl)-3-[(trans-4-methylcyclohexyl)methyl]-2-[1-methyl-2-(methylsulfanyl)ethyl]-3H-imidazo[4,5-c]pyridin-6-yl}-1,2,4-oxadiazol-5(4H)-one). Run in CO (MeOH). Reactants: ClC=1C=C(C=NC1)C1=NC(=CC2=C1N(C(=N2)C(=C)C)C[C@@H]2CC[C@H](CC2)C)C2=NOC(N2)=O (3-[4-(5-chloropyridin-3-yl)-3-[(trans-4-methylcyclohexyl)methyl]-2-(1-methylethenyl)-3H-imidazo[4,5-c]pyridin-6-yl]-1,2,4-oxadiazol-5(4H)-one), C[S-].[Na+] (sodium thiomethoxide). Reaction SMILES: [Cl:1][C:2]1[CH:3]=[C:4]([C:8]2[C:13]3[N:14]([CH2:20][C@H:21]4[CH2:26][CH2:25][C@H:24]([CH3:27])[CH2:23][CH2:22]4)[C:15]([C:17]([CH3:19])=[CH2:18])=[N:16][C:12]=3[CH:11]=[C:10]([C:28]3[NH:32][C:31](=[O:33])[O:30][N:29]=3)[N:9]=2)[CH:5]=[N:6][CH:7]=1.[CH3:34][S-:35].[Na+]>CO>[Cl:1][C:2]1[CH:3]=[C:4]([C:8]2[C:13]3[N:14]([CH2:20][C@H:21]4[CH2:22][CH2:23][C@H:24]([CH3:27])[CH2:25][CH2:26]4)[C:15]([CH:17]([CH3:19])[CH2:18][S:35][CH3:34])=[N:16][C:12]=3[CH:11]=[C:10]([C:28]3[NH:32][C:31](=[O:33])[O:30][N:29]=3)[N:9]=2)[CH:5]=[N:6][CH:7]=1 |f:1.2|. Run at temperature 65 celsius. Reaction SMILES: [Cl:1][C:2]1[CH:11]=[C:10]([Cl:12])[CH:9]=[CH:8][C:3]=1[C:4]([NH:6][NH2:7])=O.Cl.[CH3:14][NH:15][C:16](=NC)[CH2:17][CH2:18][CH2:19][CH:20]=[CH2:21]>>[Cl:1][C:2]1[CH:11]=[C:10]([Cl:12])[CH:9]=[CH:8][C:3]=1[C:4]1[N:15]([CH3:14])[C:16]([CH2:17][CH2:18][CH2:19][CH:20]=[CH2:21])=[N:7][N:6]=1 |f:1.2|. Procedure: The title compound was prepared in analogy to Preparation 11 in 0.16 g yield starting from 2,4-dichlorobenzohydrazide (0.62 g) and N,N′-dimethyl-5-hexenimidamide hydrochloride (0.48 g). MS (m/z): 296 [MH]+. Starting materials: ClC1=C(C(=O)NN)C=CC(=C1)Cl (2,4-dichlorobenzohydrazide), Cl.CNC(CCCC=C)=NC (N,N′-dimethyl-5-hexenimidamide hydrochloride). Yields the product ClC1=C(C=CC(=C1)Cl)C1=NN=C(N1C)CCCC=C (3-(2,4-dichlorophenyl)-4-methyl-5-(4-penten-1-yl)-4H-1,2,4-triazole). Starting materials: Cl (hydrochloric acid), C(C)OCC (diethyl ether), FC1=C(COC=2C=3N(C=CC2)C(=C(N3)C)C(=O)NC(CNC(OC(C)(C)C)=O)C3=CC=C(C=C3)F)C(=CC=C1)F (tert-butyl {2-[({8-[(2,6-difluorobenzyl)oxy]-2-methylimidazo[1,2-a]pyridin-3-yl}-carbonyl)amino]-2-(4-fluorophenyl)ethyl}carbamate). Conditions: time 3 hour. Product: NCC(C1=CC=C(C=C1)F)NC(=O)C1=C(N=C2N1C=CC=C2OCC2=C(C=CC=C2F)F)C (rac-N-[2-Amino-1-(4-fluorophenyl)ethyl]-8-[(2,6-difluorobenzyl)oxy]-2-methylimidazo[1,2-a]-pyridine-3-carboxamide). RXN SMILES: Cl.C(OCC)C.[F:7][C:8]1[CH:45]=[CH:44][CH:43]=[C:42]([F:46])[C:9]=1[CH2:10][O:11][C:12]1[C:13]2[N:14]([C:18]([C:22]([NH:24][CH:25]([C:35]3[CH:40]=[CH:39][C:38]([F:41])=[CH:37][CH:36]=3)[CH2:26][NH:27]C(=O)OC(C)(C)C)=[O:23])=[C:19]([CH3:21])[N:20]=2)[CH:15]=[CH:16][CH:17]=1>>[NH2:27][CH2:26][CH:25]([NH:24][C:22]([C:18]1[N:14]2[CH:15]=[CH:16][CH:17]=[C:12]([O:11][CH2:10][C:9]3[C:42]([F:46])=[CH:43][CH:44]=[CH:45][C:8]=3[F:7])[C:13]2=[N:20][C:19]=1[CH3:21])=[O:23])[C:35]1[CH:36]=[CH:37][C:38]([F:41])=[CH:39][CH:40]=1. Reported procedure: 7 ml of 2M hydrochloric acid in diethyl ether (14 mmol) were added to 363 mg of tert-butyl {2-[({8-[(2,6-difluorobenzyl)oxy]-2-methylimidazo[1,2-a]pyridin-3-yl}-carbonyl)amino]-2-(4-fluorophenyl)ethyl}carbamate (Example 79A, 0.63 mmol), and the mixture was stirred at RT for 3 h. The resulting precipitate was filtered off, washed with diethyl ether, dissolved in dichloromethane and methanol and washed with saturated aqueous sodium bicarbonate solution. The organic phase was dried over sodium sulp... Reactants: C1=CC=C(C=C1)CCN (2-phenethylamine), BrC1=C(C(=O)Cl)C=CC=C1C (2-bromo-3-methylbenzoyl chloride). The solvent is O (water), C(Cl)Cl (DCM). Conditions: time 8 hour. Product: BrC1=C(C(=O)NCCC2=CC=CC=C2)C=CC=C1C (2-bromo-3-methyl-N-phenethylbenzamide). As a reaction SMILES: [CH:1]1[CH:6]=[CH:5][C:4]([CH2:7][CH2:8][NH2:9])=[CH:3][CH:2]=1.[Br:10][C:11]1[C:19]([CH3:20])=[CH:18][CH:17]=[CH:16][C:12]=1[C:13](Cl)=[O:14]>C(Cl)Cl.O>[Br:10][C:11]1[C:19]([CH3:20])=[CH:18][CH:17]=[CH:16][C:12]=1[C:13]([NH:9][CH2:8][CH2:7][C:4]1[CH:5]=[CH:6][CH:1]=[CH:2][CH:3]=1)=[O:14]. Reported procedure: To a solution of 2-phenethylamine (0.28 mL, 2.195 mmol) in DCM (2.0 mL) was added 2-bromo-3-methylbenzoyl chloride (0.15 mL, 0.998 mmol) dropwise via syringe at ambient temperature. Mixture was allowed to stir overnight, then diluted with water (30 mL) and extracted with DCM (30 mL). The organic extract was washed with 1N HCl (2×25 mL) and 1N NaOH (2×25 mL) and dried over MgSO4. The solution was filtered and concentrated in vacuo to give 2-bromo-3-methyl-N-phenethylbenzamide as a white solid. Reactants: NC1=C(C(=O)NC2=NN=NN2)C=CC=C1 (2-amino-N-(1H-tetrazol-5-yl)benzamide), ClC(=O)OC (methyl chloroformate). Run in O (water), CN(C=O)C (dimethylformamide). The product is COC(NC1=C(C=CC=C1)C(=O)NC1=NN=NN1)=O ([2-((1H-tetrazol-5-yl)-aminocarbonyl)phenyl]carbamic acid methyl ester). Reaction SMILES: [NH2:1][C:2]1[CH:15]=[CH:14][CH:13]=[CH:12][C:3]=1[C:4]([NH:6][C:7]1[NH:11][N:10]=[N:9][N:8]=1)=[O:5].Cl[C:17]([O:19][CH3:20])=[O:18]>CN(C)C=O.O>[CH3:20][O:19][C:17](=[O:18])[NH:1][C:2]1[CH:15]=[CH:14][CH:13]=[CH:12][C:3]=1[C:4]([NH:6][C:7]1[NH:11][N:10]=[N:9][N:8]=1)=[O:5]. Procedure details: To a solution of 5.0 g of 2-amino-N-(1H-tetrazol-5-yl)benzamide in 20 ml of dimethylformamide was added 2.3 g of methyl chloroformate. The resulting solution was warmed for 2 hours and then diluted with a small volume of water. The solid which formed on cooling was separated by filtration to give [2-((1H-tetrazol-5-yl)-aminocarbonyl)phenyl]carbamic acid methyl ester melting at about 236°-237° C. after recrystallization from ethanol. The reactants are ClC=1C=C2C(=NC1)N(C=C2C2=NC=C(C(=N2)N[C@@H]2CC(CCC2)=O)F)S(=O)(=O)C2=CC=C(C=C2)C ((3S)-3-[[2-[5-chloro-1-(p-tolylsulfonyl)pyrrolo[2,3-b]pyridin-3-yl]-5-fluoro-pyrimidin-4-yl]amino]cyclohexanone), Cl.NO (hydroxylamine hydrochloride). The solvent is CCO (EtOH). Conditions: time 8 hour. Product: ClC=1C=C2C(=NC1)N(C=C2C2=NC=C(C(=N2)N[C@@H]2CC(CCC2)=NO)F)S(=O)(=O)C2=CC=C(C)C=C2 ((S)-3-(2-(5-chloro-1-tosyl-1H-pyrrolo[2,3-b]pyridin-3-yl)-5-fluoro-pyrimidin-4-ylamino)cyclohexanone oxime). RXN SMILES: [Cl:1][C:2]1[CH:3]=[C:4]2[C:10]([C:11]3[N:16]=[C:15]([NH:17][C@H:18]4[CH2:23][CH2:22][CH2:21][C:20](=O)[CH2:19]4)[C:14]([F:25])=[CH:13][N:12]=3)=[CH:9][N:8]([S:26]([C:29]3[CH:34]=[CH:33][C:32]([CH3:35])=[CH:31][CH:30]=3)(=[O:28])=[O:27])[C:5]2=[N:6][CH:7]=1.Cl.[NH2:37][OH:38]>CCO>[Cl:1][C:2]1[CH:3]=[C:4]2[C:10]([C:11]3[N:16]=[C:15]([NH:17][C@H:18]4[CH2:23][CH2:22][CH2:21][C:20](=[N:37][OH:38])[CH2:19]4)[C:14]([F:25])=[CH:13][N:12]=3)=[CH:9][N:8]([S:26]([C:29]3[CH:34]=[CH:33][C:32]([CH3:35])=[CH:31][CH:30]=3)(=[O:28])=[O:27])[C:5]2=[N:6][CH:7]=1 |f:1.2|. Procedure details: To solution of (3S)-3-[[2-[5-chloro-1-(p-tolylsulfonyl)pyrrolo[2,3-b]pyridin-3-yl]-5-fluoro-pyrimidin-4-yl]amino]cyclohexanone (0.41 g, 0.81 mmol) in EtOH (8.2 mL) was added hydroxylamine hydrochloride (0.11 g, 1.61 mmol). The reaction mixture was stirred at room temperature overnight. Then the mixture was warmed to 70° C. for 15 min. The reaction mixture was concentrated in vacuo, suspended in EtOAc-DCM, washed with half saturated brine (2×) and filtered through a SiO2 plug. The resulting resid... Starting materials: COc1ccc(C2CC(=O)N(c3cccc([N+](=O)[O-])c3)C2)cc1OCc1ccccc1, CCOC(C)=O, CCO. Yields the product COc1ccc(C2CC(=O)N(c3cccc(N)c3)C2)cc1OCc1ccccc1. As a reaction SMILES: [CH2:1]([c:2]1[cH:3][cH:4][cH:5][cH:6][cH:7]1)[O:8][c:9]1[cH:10][c:11]([CH:17]2[CH2:18][C:19](=[O:31])[N:20]([c:22]3[cH:23][c:24]([N+:28]([O-:29])=[O:30])[cH:25][cH:26][cH:27]3)[CH2:21]2)[cH:12][cH:13][c:14]1[O:15][CH3:16].[CH3:32][CH2:33][O:34][C:35]([CH3:36])=[O:37].[CH3:38][CH2:39][OH:40]>>[CH2:1]([c:2]1[cH:3][cH:4][cH:5][cH:6][cH:7]1)[O:8][c:9]1[cH:10][c:11]([CH:17]2[CH2:18][C:19](=[O:31])[N:20]([c:22]3[cH:23][c:24]([NH2:28])[cH:25][cH:26][cH:27]3)[CH2:21]2)[cH:12][cH:13][c:14]1[O:15][CH3:16]. The reactants are CC(C)=O, Clc1nccnc1C1CCC2(CC1)OCCO2, Cl. The product is O=C1CCC(c2nccnc2Cl)CC1. As a reaction SMILES: [CH3:19][C:20](=[O:21])[CH3:22].[Cl:1][c:2]1[n:3][cH:4][cH:5][n:6][c:7]1[CH:8]1[CH2:9][CH2:10][C:11]2([O:12][CH2:15][CH2:14][O:13]2)[CH2:16][CH2:17]1.[ClH:18]>>[Cl:1][c:2]1[n:3][cH:4][cH:5][n:6][c:7]1[CH:8]1[CH2:9][CH2:10][C:11](=[O:12])[CH2:16][CH2:17]1. Starting materials: NN1C(C2=CC=CC=C2C(=N1)C(F)(F)F)=O (2-amino-4-(trifluoromethyl)phthalazin-1(2H)-one), C1(CCC1)CC(=O)O (2-cyclobutylacetic acid). Reported procedure: The product of Example 11B and 2-cyclobutylacetic acid were processed using a method similar to that described in Example 17C to afford the title compound. 1H NMR (400 MHz, DMSO) δ 11.61-11.40 (m, 1H), 8.46-8.38 (m, 1H), 8.17-8.09 (m, 1H), 8.09-7.98 (m, 2H), 2.73-2.61 (m, 1H), 2.46 (d, J=7.5, 2H), 2.15-2.01 (m, 2H), 1.93-1.70 (m, 4H); MS (ESI) m/z 326 (M+H)+. As a reaction SMILES: [NH2:1][N:2]1[N:11]=[C:10]([C:12]([F:15])([F:14])[F:13])[C:9]2[C:4](=[CH:5][CH:6]=[CH:7][CH:8]=2)[C:3]1=[O:16].[CH:17]1([CH2:21][C:22](O)=[O:23])[CH2:20][CH2:19][CH2:18]1>>[CH:17]1([CH2:21][C:22]([NH:1][N:2]2[N:11]=[C:10]([C:12]([F:15])([F:13])[F:14])[C:9]3[C:4](=[CH:5][CH:6]=[CH:7][CH:8]=3)[C:3]2=[O:16])=[O:23])[CH2:20][CH2:19][CH2:18]1. Product: C1(CCC1)CC(=O)NN1C(C2=CC=CC=C2C(=N1)C(F)(F)F)=O (2-cyclobutyl-N-[1-oxo-4-(trifluoromethyl)phthalazin-2(1H)-yl]acetamide). Yields the product CCOC(=O)C1CC1COc1cc(CCCOC)cc(CN(C(=O)C2CN(C(=O)OC(C)(C)C)CCC2c2ccc(OCCOc3c(Cl)cc(C)cc3Cl)cc2)C2CC2)c1. Reaction SMILES: [C:1]([CH3:2])([CH3:3])([CH3:4])[O:5][C:6](=[O:7])[N:8]1[CH2:9][CH:10]([C:33](=[O:34])[N:35]([CH2:36][c:37]2[cH:38][c:39]([OH:48])[cH:40][c:41]([CH2:43][CH2:44][CH2:45][O:46][CH3:47])[cH:42]2)[CH:49]2[CH2:50][CH2:51]2)[CH:11]([c:14]2[cH:15][cH:16][c:17]([O:20][CH2:21][CH2:22][O:23][c:24]3[c:25]([Cl:32])[cH:26][c:27]([CH3:31])[cH:28][c:29]3[Cl:30])[cH:18][cH:19]2)[CH2:12][CH2:13]1.[CH2:80]([P:81]([CH2:82][CH2:83][CH2:84][CH3:85])[CH2:86][CH2:87][CH2:88][CH3:89])[CH2:90][CH2:91][CH3:92].[CH3:100][CH2:101][O:102][C:103]([CH3:104])=[O:105].[CH3:93][c:94]1[cH:95][cH:96][cH:97][cH:98][cH:99]1.[N:52]([C:53]([N:54]1[CH2:55][CH2:56][CH2:57][CH2:58][CH2:59]1)=[O:60])=[N:61][C:62]([N:63]1[CH2:64][CH2:65][CH2:66][CH2:67][CH2:68]1)=[O:69].[OH2:106].[OH:70][CH2:71][CH:72]1[CH:73]([C:75](=[O:76])[O:77][CH2:78][CH3:79])[CH2:74]1>>[C:1]([CH3:2])([CH3:3])([CH3:4])[O:5][C:6](=[O:7])[N:8]1[CH2:9][CH:10]([C:33](=[O:34])[N:35]([CH2:36][c:37]2[cH:38][c:39]([O:48][CH2:71][CH:72]3[CH:73]([C:75](=[O:76])[O:77][CH2:78][CH3:79])[CH2:74]3)[cH:40][c:41]([CH2:43][CH2:44][CH2:45][O:46][CH3:47])[cH:42]2)[CH:49]2[CH2:50][CH2:51]2)[CH:11]([c:14]2[cH:15][cH:16][c:17]([O:20][CH2:21][CH2:22][O:23][c:24]3[c:25]([Cl:32])[cH:26][c:27]([CH3:31])[cH:28][c:29]3[Cl:30])[cH:18][cH:19]2)[CH2:12][CH2:13]1. Reactants: COCCCc1cc(O)cc(CN(C(=O)C2CN(C(=O)OC(C)(C)C)CCC2c2ccc(OCCOc3c(Cl)cc(C)cc3Cl)cc2)C2CC2)c1, CCCCP(CCCC)CCCC, CCOC(C)=O, Cc1ccccc1, O=C(N=NC(=O)N1CCCCC1)N1CCCCC1, O, CCOC(=O)C1CC1CO.